From a dataset of the Open Reaction Database (ORD), a public repository of structured organic reaction records. describe an organic reaction: reactants, conditions, products, and yield Starting materials: C(C)(C)(C)OC(NC1=C(C=C(C=C1)C1=CC=CC=C1)N)=O ((3-amino-biphenyl-4-yl)-carbamic acid tert.-butyl ester), C(=O)(C(F)(F)F)O (TFA), ClC=1C=C(C=CC1)C1=CC(OC(O1)(C)C)=O (6-(3-Chloro-phenyl)-2,2-dimethyl-[1,3]dioxin-4-one), material. The solvent is C(Cl)Cl (CH2Cl2). The product is ClC=1C=C(C=CC1)C1=NC2=C(NC(C1)=O)C=C(C=C2)C2=CC=CC=C2 (4-(3-Chloro-phenyl)-8-phenyl-1,3-dihydro-benzo[b][1,4]diazepin-2-one). Yield: 54.2%. RXN SMILES: C(OC(=O)[NH:7][C:8]1[CH:13]=[CH:12][C:11]([C:14]2[CH:19]=[CH:18][CH:17]=[CH:16][CH:15]=2)=[CH:10][C:9]=1[NH2:20])(C)(C)C.[Cl:22][C:23]1[CH:24]=[C:25]([C:29]2OC(C)(C)O[C:31](=[O:37])[CH:30]=2)[CH:26]=[CH:27][CH:28]=1.C(O)(C(F)(F)F)=O>C(Cl)Cl>[Cl:22][C:23]1[CH:24]=[C:25]([C:29]2[CH2:30][C:31](=[O:37])[NH:20][C:9]3[CH:10]=[C:11]([C:14]4[CH:19]=[CH:18][CH:17]=[CH:16][CH:15]=4)[CH:12]=[CH:13][C:8]=3[N:7]=2)[CH:26]=[CH:27][CH:28]=1. Procedure details: Prepared from (3-amino-biphenyl-4-yl)-carbamic acid tert.-butyl ester (Example G9) (284 mg, 1.0 mmol) and 6-(3-Chloro-phenyl)-2,2-dimethyl-[1,3]dioxin-4-one (Example J6) (358 mg, 1.2 mmol) according to the general procedure K. The obtained material (339 mg) was deprotected and cyclized by treatment with TFA in CH2Cl2 according to the general procedure M. Obtained as a yellow solid (188 mg).